From a dataset of the Open Reaction Database (ORD), a public repository of structured organic reaction records. describe an organic reaction: reactants, conditions, products, and yield Reactants: C=CCNc1cc(C(=O)OCC)cc(S(N)(=O)=O)c1Oc1ccccc1, Cl, [Na+], [OH-], O. The product is C=CCNc1cc(C(=O)O)cc(S(N)(=O)=O)c1Oc1ccccc1. Reaction SMILES: [CH2:1]([CH3:2])[O:3][C:4]([c:5]1[cH:6][c:7]([NH:22][CH2:23][CH:24]=[CH2:25])[c:8]([O:15][c:16]2[cH:17][cH:18][cH:19][cH:20][cH:21]2)[c:9]([S:11]([NH2:12])(=[O:13])=[O:14])[cH:10]1)=[O:26].[ClH:28].[Na+:30].[OH-:29].[OH2:27]>>[O:3]=[C:4]([c:5]1[cH:6][c:7]([NH:22][CH2:23][CH:24]=[CH2:25])[c:8]([O:15][c:16]2[cH:17][cH:18][cH:19][cH:20][cH:21]2)[c:9]([S:11]([NH2:12])(=[O:13])=[O:14])[cH:10]1)[OH:26]. The reactants are C(C)C(CC)(C1=CC(=C(C=C1)C#CC(C(F)(F)F)(C(F)(F)F)OCOC)C)C1=CC(=C(C=C1)B1OC(C(O1)(C)C)(C)C)C (2-(4-{1-ethyl-1-[3-methyl-4-(4,4,4-trifluoro-3-methoxymethoxy-3-trifluoromethyl-1-butynyl)-phenyl]-propyl}-2-methyl-phenyl)-4,4,5,5-tetramethyl-[1,3,2]dioxaborolane), C(C)OC(CC=1C=NC(=CC1)Br)=O ((6-bromo-pyridin-3-yl)acetic acid ethyl ester), P(=O)([O-])([O-])[O-].[K+].[K+].[K+] (potassium phosphate). As a reaction SMILES: [CH2:1]([C:3]([C:28]1[CH:33]=[CH:32][C:31](B2OC(C)(C)C(C)(C)O2)=[C:30]([CH3:43])[CH:29]=1)([C:6]1[CH:11]=[CH:10][C:9]([C:12]#[C:13][C:14]([O:23][CH2:24][O:25][CH3:26])([C:19]([F:22])([F:21])[F:20])[C:15]([F:18])([F:17])[F:16])=[C:8]([CH3:27])[CH:7]=1)[CH2:4][CH3:5])[CH3:2].[CH2:44]([O:46][C:47](=[O:56])[CH2:48][C:49]1[CH:50]=[N:51][C:52](Br)=[CH:53][CH:54]=1)[CH3:45].P([O-])([O-])([O-])=O.[K+].[K+].[K+]>C1C=CC([P]([Pd]([P](C2C=CC=CC=2)(C2C=CC=CC=2)C2C=CC=CC=2)([P](C2C=CC=CC=2)(C2C=CC=CC=2)C2C=CC=CC=2)[P](C2C=CC=CC=2)(C2C=CC=CC=2)C2C=CC=CC=2)(C2C=CC=CC=2)C2C=CC=CC=2)=CC=1.CN(C)C=O>[CH2:44]([O:46][C:47](=[O:56])[CH2:48][C:49]1[CH:50]=[N:51][C:52]([C:31]2[CH:32]=[CH:33][C:28]([C:3]([CH2:4][CH3:5])([C:6]3[CH:11]=[CH:10][C:9]([C:12]#[C:13][C:14]([O:23][CH2:24][O:25][CH3:26])([C:19]([F:21])([F:22])[F:20])[C:15]([F:17])([F:16])[F:18])=[C:8]([CH3:27])[CH:7]=3)[CH2:1][CH3:2])=[CH:29][C:30]=2[CH3:43])=[CH:53][CH:54]=1)[CH3:45] |f:2.3.4.5,^1:68,70,89,108|. The yield is 58.2%. The reagents and catalysts are C=1C=CC(=CC1)[P](C=2C=CC=CC2)(C=3C=CC=CC3)[Pd]([P](C=4C=CC=CC4)(C=5C=CC=CC5)C=6C=CC=CC6)([P](C=7C=CC=CC7)(C=8C=CC=CC8)C=9C=CC=CC9)[P](C=1C=CC=CC1)(C=1C=CC=CC1)C=1C=CC=CC1 (tetrakis(triphenylphosphine)palladium). Procedure details: N,N-Dimethylformamide (0.7 mL) was added to 2-(4-{1-ethyl-1-[3-methyl-4-(4,4,4-trifluoro-3-methoxymethoxy-3-trifluoromethyl-1-butynyl)-phenyl]-propyl}-2-methyl-phenyl)-4,4,5,5-tetramethyl-[1,3,2]dioxaborolane (Example 25-(4); 50 mg, 0.082 mmol), (6-bromo-pyridin-3-yl)acetic acid ethyl ester (Example 74-(1); 40 mg, 0.165 mmol), tetrakis(triphenylphosphine)palladium (0) (23 mg, 0.02 mmol) and potassium phosphate (63.9 mg, 0.30 mmol). The mixture was stirred with microwave heating at 140° C. for se... Conditions: temperature 140 celsius. The solvent is CN(C=O)C (N,N-Dimethylformamide). The product is C(C)OC(CC=1C=NC(=CC1)C1=C(C=C(C=C1)C(CC)(C1=CC(=C(C=C1)C#CC(C(F)(F)F)(C(F)(F)F)OCOC)C)CC)C)=O ([6-(4-{1-ethyl-1-[3-methyl-4-(4,4,4-trifluoro-3-methoxymethoxy-3-trifluoromethyl-1-butynyl)-phenyl]-propyl}-2-methyl-phenyl)-pyridin-3-yl]-acetic Acid Ethyl Ester).